This data is from the Open Reaction Database (ORD), a public repository of structured organic reaction records. The task is: describe an organic reaction: reactants, conditions, products, and yield The reactants are OC=1C=C(C=CC1)S (3-Hydroxythiophenol), C([O-])([O-])=O.[K+].[K+] (potassium carbonate), IC (Iodomethane). Run in O (H2O), CC(=O)C (acetone). Run at time 45 minute. The product is CSC=1C=C(C=CC1)O (3-methylsulfanyl-phenol). As a reaction SMILES: [OH:1][C:2]1[CH:3]=[C:4]([SH:8])[CH:5]=[CH:6][CH:7]=1.[C:9](=O)([O-])[O-].[K+].[K+].IC>CC(C)=O.O>[CH3:9][S:8][C:4]1[CH:3]=[C:2]([OH:1])[CH:7]=[CH:6][CH:5]=1 |f:1.2.3|. Reported procedure: 3-Hydroxythiophenol (5.0 g, 39.7 mmol) and potassium carbonate (6.03 g, 43.6 mmol) were stirred in acetone (80 mL) at 0° C. Iodomethane (2.5 mL, 40 mmol) was added dropwise, and the reaction stirred for 45 min. The solution was diluted with H2O (150 mL) and extracted with EtOAc (2×100 mL). Organics were washed with brine (100 mL), dried (Na2SO4) and concentrated in vacuo. Purification by silica gel chromatography (25% EtOAc/hexanes) 5.08 g (91%) of 3-methylsulfanyl-phenol as a clear oil. 1H NMR ... The reactants are ClC(COC(C(CC1=CC=C(C=C1)CCO)SCCC1=CC=C(C=C1)F)=O)(Cl)Cl (2-[2-(4-fluoro-phenyl)-ethylsulfanyl]-3-[4-(2-hydroxy-ethyl)-phenyl]-propionic acid 2,2,2-trichloro-ethyl ester), CS(=O)(=O)OC1=CC=C(C=C1)CC(=O)O.CS(=O)(=O)O (methanesulfonic acid (4-methanesulfonyloxy-phenyl)-acetic acid). The product is FC1=CC=C(C=C1)CCSC(C(=O)O)CC1=CC=C(C=C1)CCOC(CC1=CC=C(C=C1)OS(=O)(=O)C)=O (2-[2-(4-Fluoro-phenyl)-ethylsulfanyl]-3-(4-{2-[2-(4-methanesulfonyloxy-phenyl)-acetoxy]-ethyl}-phenyl)-propionic acid). Reaction SMILES: ClC(Cl)(Cl)C[O:4][C:5](=[O:27])[CH:6]([S:17][CH2:18][CH2:19][C:20]1[CH:25]=[CH:24][C:23]([F:26])=[CH:22][CH:21]=1)[CH2:7][C:8]1[CH:13]=[CH:12][C:11]([CH2:14][CH2:15]O)=[CH:10][CH:9]=1.[CH3:30][S:31]([O:34][C:35]1[CH:40]=[CH:39][C:38]([CH2:41][C:42]([OH:44])=[O:43])=[CH:37][CH:36]=1)(=[O:33])=[O:32].CS(O)(=O)=O>>[F:26][C:23]1[CH:24]=[CH:25][C:20]([CH2:19][CH2:18][S:17][CH:6]([CH2:7][C:8]2[CH:9]=[CH:10][C:11]([CH2:14][CH2:15][O:43][C:42](=[O:44])[CH2:41][C:38]3[CH:37]=[CH:36][C:35]([O:34][S:31]([CH3:30])(=[O:33])=[O:32])=[CH:40][CH:39]=3)=[CH:12][CH:13]=2)[C:5]([OH:27])=[O:4])=[CH:21][CH:22]=1 |f:1.2|. Procedure: The title compound was prepared from 2-[2-(4-fluoro-phenyl)-ethylsulfanyl]-3-[4-(2-hydroxy-ethyl)-phenyl]-propionic acid 2,2,2-trichloro-ethyl ester (34 mg, 0.072 mmol) and methanesulfonic acid (4-methanesulfonyloxy-phenyl)-acetic acid (15 mg, 0.065 mmol) in the same manner as described for example 1. The crude product was purified by HPLC (yield: 3.0 mg, 8.2%). 1H NMR (400 MHz, CDCl3): δ 7.17-7.24 (m, 4H), 7.00-7.10 (m, 6H), 6.89-6.93 (m, 2H), 4.26 (t, 2H), 3.80 (t, 2H), 3.46-3.50 (dd, 2H), 3.1... The reactants are BrC(C(=O)OCC)C(=O)OCC (diethyl bromomalonate), NC1=C(C(=O)OCC)C=CC=N1 (ethyl 2-aminonicotinate). Run in CC(=O)C (acetone). Product: Br.C(C)OC(=O)C1=C(N=C2N1C=CC=C2C(=O)OCC)O (3,8-diethoxycarbonyl-2-hydroxy-imidazo[1,2-a]pyridine hydrobromide). Isolated yield 34.8%. RXN SMILES: [Br:1][CH:2]([C:8]([O:10][CH2:11][CH3:12])=[O:9])[C:3]([O:5]CC)=O.[NH2:13][C:14]1[N:24]=[CH:23][CH:22]=[CH:21][C:15]=1[C:16]([O:18][CH2:19][CH3:20])=[O:17]>CC(C)=O>[BrH:1].[CH2:11]([O:10][C:8]([C:2]1[N:24]2[CH:23]=[CH:22][CH:21]=[C:15]([C:16]([O:18][CH2:19][CH3:20])=[O:17])[C:14]2=[N:13][C:3]=1[OH:5])=[O:9])[CH3:12] |f:3.4|. Procedure: A mixture of diethyl bromomalonate (26 ml) and ethyl 2-aminonicotinate (13.3 g) was allowed to react at 80°-90° C. for 6 hours under nitrogen atmosphere. After completion of the reaction, the mixture was cooled to room temperature, and acetone (100 ml) was added thereto. The precipitated crystals were collected by filtration, affording 3,8-diethoxycarbonyl-2-hydroxy-imidazo[1,2-a]pyridine hydrobromide (9.98 g, yield 34.8%). Starting materials: C(C)(=O)OC(CC(C)=O)C=CC1=C(C=C(C=C1)Cl)Cl (6-(2,4-dichlorophenyl)-2-oxo-5-hexene-4-yl acetate), BrCC(=O)OCC (ethyl bromoacetate), cuprous bromide, [Cl-].C(C)[Al+]CC (diethylaluminum chloride). The reagents and catalysts are [Zn] (zinc). The solvent is C1CCOC1 (THF), C1CCOC1 (THF). Run at time 5 hour. Product: C(C)(=O)OC(CC(CC(=O)OCC)(C)O)C=CC1=C(C=C(C=C1)Cl)Cl (Ethyl 5-Acetoxy-7-(2,4-dichlorophenyl)-3-hydroxy-3-methyl-6-heptenoate). Yield: 73.4%. RXN SMILES: [C:1]([O:4][CH:5]([CH:10]=[CH:11][C:12]1[CH:17]=[CH:16][C:15]([Cl:18])=[CH:14][C:13]=1[Cl:19])[CH2:6][C:7](=[O:9])[CH3:8])(=[O:3])[CH3:2].BrC[C:22]([O:24][CH2:25][CH3:26])=[O:23].[Cl-].[CH2:28]([Al+]CC)C>C1COCC1.[Zn]>[C:1]([O:4][CH:5]([CH:10]=[CH:11][C:12]1[CH:17]=[CH:16][C:15]([Cl:18])=[CH:14][C:13]=1[Cl:19])[CH2:6][C:7]([OH:9])([CH3:28])[CH2:8][C:22]([O:24][CH2:25][CH3:26])=[O:23])(=[O:3])[CH3:2] |f:2.3|. Procedure details: A solution of 6-(2,4-dichlorophenyl)-2-oxo-5-hexene-4-yl acetate (1.3 g, 4.3 mmole) and ethyl bromoacetate (0.47 ml, 4.2 mmole) in dry THF (10 ml) was added dropwise to a vigorously stirred slurry of activated zinc dust (490 mg, 7.5 mmole), cuprous bromide (29 mg, 0.2 mmole), diethylaluminum chloride (25% solution in toluene; 1.72 ml, 4.3 mmole) and dry THF (5 ml) under N2 at 20° C. Stirring was continued for 5 hours before quenching with pyridine (3.5 ml). After the addition of water (50 ml) th... The reactants are ClC=1C=C(C=CC1)C1=C(C=NO1)C(=O)O (5-(3-chlorophenyl)isoxazole-4-carboxylic acid), FC(OC1=CC=C(CN)C=C1)(F)F (4-(trifluoromethoxy)benzylamine). Yields the product ClC=1C=C(C=CC1)C1=C(C=NO1)C(=O)NCC1=CC=C(C=C1)OC(F)(F)F (5-(3-Chlorophenyl)-N-[4-(trifluoromethoxy)benzyl]isoxazole-4-carboxamide), solid. Reaction SMILES: [Cl:1][C:2]1[CH:3]=[C:4]([C:8]2[O:12][N:11]=[CH:10][C:9]=2[C:13]([OH:15])=O)[CH:5]=[CH:6][CH:7]=1.[F:16][C:17]([F:28])([F:27])[O:18][C:19]1[CH:26]=[CH:25][C:22]([CH2:23][NH2:24])=[CH:21][CH:20]=1>>[Cl:1][C:2]1[CH:3]=[C:4]([C:8]2[O:12][N:11]=[CH:10][C:9]=2[C:13]([NH:24][CH2:23][C:22]2[CH:25]=[CH:26][C:19]([O:18][C:17]([F:16])([F:27])[F:28])=[CH:20][CH:21]=2)=[O:15])[CH:5]=[CH:6][CH:7]=1. Procedure details: The title compound was prepared from 5-(3-chlorophenyl)isoxazole-4-carboxylic acid (11.2 mg, 0.050 mmol) and 4-(trifluoromethoxy)benzylamine (11.5 mg, 0.060 mmol) as described in synthetic method A and thereafter purified by preparative HPLC method B to give a solid (4.5 mg). MS (pos) m/z 397.0 (M+H). The reactants are [N+](=O)([O-])C=1C=C2C(CCN(C2=CC1)C(CC)=O)=O (6-nitro-4-oxo-1-propionyl1,2,3,4-tetrahydroquinoline). Reagents/catalysts: [Pd] (palladium on carbon). The solvent is CO (methanol). Product: NC=1C=C2C(CCN(C2=CC1)C(CC)=O)=O (6amino-4-oxo-1-propionyl-1,2,3,4-tetrahydroquinoline). The yield is 90.1%. RXN SMILES: [N+:1]([C:4]1[CH:5]=[C:6]2[C:11](=[CH:12][CH:13]=1)[N:10]([C:14](=[O:17])[CH2:15][CH3:16])[CH2:9][CH2:8][C:7]2=[O:18])([O-])=O>CO.[Pd]>[NH2:1][C:4]1[CH:5]=[C:6]2[C:11](=[CH:12][CH:13]=1)[N:10]([C:14](=[O:17])[CH2:15][CH3:16])[CH2:9][CH2:8][C:7]2=[O:18]. Procedure details: A solution of 6-nitro-4-oxo-1-propionyl1,2,3,4-tetrahydroquinoline (6.076 g) in methanol (60 ml) was hydrogenated over 5% palladium on carbon (0.5 g) under atmospheric pressure at ambient temperature. After the theoretical amount of hydrogen gas was absorbed, the catalyst was filtered off and the filtrate was evaporated in vacuo. The residual solid was washed with diethyl ether and dried to give 6amino-4-oxo-1-propionyl-1,2,3,4-tetrahydroquinoline (4.815 g). Starting materials: ClC=1C=C(C(=O)OO)C=CC1 (m-Chloroperoxybenzoic acid), ClC1=C(C(=O)NCC23CC4CC(CC(C2)C4)C3)C=C(C=C1)S(=O)C1CCNCC1 (2-chloro-5-(piperidin-4-ylsulfinyl)-N-(tricyclo[3.3.1.13,7]dec-1-ylmethyl)-benzamide), [OH-].[Ca+2].[OH-] (calcium hydroxide). The solvent is ClCCl (dichloromethane). Run at time 14 hour. The product is Cl.ClC1=C(C(=O)NCC23CC4CC(CC(C2)C4)C3)C=C(C=C1)S(=O)(=O)C1CCNCC1 (2-Chloro-5-(piperidin-4-ylsulfonyl)-N-(tricyclo[3.3.1.13,7]dec1-ylmethyl)-benzamide, hydrochloride salt). The yield is 8.9%. Reaction SMILES: [Cl:1]C1C=C(C=CC=1)C(OO)=[O:6].[Cl:12][C:13]1[CH:32]=[CH:31][C:30]([S:33]([CH:35]2[CH2:40][CH2:39][NH:38][CH2:37][CH2:36]2)=[O:34])=[CH:29][C:14]=1[C:15]([NH:17][CH2:18][C:19]12[CH2:28][CH:23]3[CH2:24][CH:25]([CH2:27][CH:21]([CH2:22]3)[CH2:20]1)[CH2:26]2)=[O:16].[OH-].[Ca+2].[OH-]>ClCCl>[ClH:1].[Cl:12][C:13]1[CH:32]=[CH:31][C:30]([S:33]([CH:35]2[CH2:40][CH2:39][NH:38][CH2:37][CH2:36]2)(=[O:6])=[O:34])=[CH:29][C:14]=1[C:15]([NH:17][CH2:18][C:19]12[CH2:20][CH:21]3[CH2:22][CH:23]([CH2:24][CH:25]([CH2:27]3)[CH2:26]1)[CH2:28]2)=[O:16] |f:2.3.4,6.7|. Procedure details: m-Chloroperoxybenzoic acid (0.30 g) was added to a solution of 2-chloro-5-(piperidin-4-ylsulfinyl)-N-(tricyclo[3.3.1.13,7]dec-1-ylmethyl)-benzamide (0.30 g) in dichloromethane (10 ml). After 2 h calcium hydroxide (170 mg) was added and 30 min. later the salts removed by filtration. The filtrate was concentrated under reduced pressure to give a residue which was purified by silica gel chromatography (eluting with 0-2% ethanol in dichloromethane). The residue was dissolved in methanol (5 ml) and h... Starting materials: O (water), solution, sodium bis-(2-methoxyethoxy)-dihydroaluminate, CC1=NC(=C(C(=C1C(=O)OC)C1=CC=C(C=C1)F)C(=O)OC)C (Dimethyl 2,6-dimethyl-4-(4-fluorophenyl)-pyridine-3,5-dicarboxylate). The solvent is C1(=CC=CC=C1)C (toluene), O1CCCC1 (tetrahydrofuran). Run at time 6 hour. Product: OCC=1C(=NC(=C(C1C1=CC=C(C=C1)F)CO)C)C (3,5-Dihydroxymethyl-2,6-dimethyl-4-(4-fluorophenyl)-pyridine). RXN SMILES: [CH3:1][C:2]1[C:7]([C:8](OC)=[O:9])=[C:6]([C:12]2[CH:17]=[CH:16][C:15]([F:18])=[CH:14][CH:13]=2)[C:5]([C:19](OC)=[O:20])=[C:4]([CH3:23])[N:3]=1.O>C1(C)C=CC=CC=1.O1CCCC1>[OH:9][CH2:8][C:7]1[C:2]([CH3:1])=[N:3][C:4]([CH3:23])=[C:5]([CH2:19][OH:20])[C:6]=1[C:12]1[CH:13]=[CH:14][C:15]([F:18])=[CH:16][CH:17]=1. Reported procedure: 25 ml (87.5 mmol) of a 3.5 molar solution of sodium bis-(2-methoxyethoxy)-dihydroaluminate in toluene are added under nitrogen to a solution of 7.9 g (25 mmol) of the compound from Example 19 in 100 ml of dry tetrahydrofuran at 0° C. The mixture is stirred at room temperature for 6 h, cooled again to 0° C. and 200 ml of water are slowly added dropwise. The mixture is extracted three times using 150 ml of ethyl acetate each time, the combined organic phases are washed once with saturated sodium c... Reactants: magnesium salt, ammonium salt, CC=1C=NC(=C(C1OC)C)C[S+](C=2NC=3C=CC(=CC3N2)OC)[O-] (omeprazole), magnesium salt, magnesium salt, [Cl-].[Mg+2].[Cl-] (magnesium chloride), ammonium salt, [Cl-].[NH4+] (ammonium chloride), magnesium ion, CC=1C=NC(=C(C1OC)C)C[S+](C=2NC=3C=CC(=CC3N2)OC)[O-] (omeprazole), ammonium salt. Solvent: N (ammonia), N (ammonia). Yields the product CC=1C=NC(=C(C1OC)C)C[S+](C=2NC=3C=CC(=CC3N2)OC)[O-].N (omeprazole ammonia). RXN SMILES: [CH3:1][C:2]1[CH:3]=[N:4][C:5]([CH2:11][S+:12]([O-:24])[C:13]2[NH:14][C:15]3[CH:16]=[CH:17][C:18]([O:22][CH3:23])=[CH:19][C:20]=3[N:21]=2)=[C:6]([CH3:10])[C:7]=1[O:8][CH3:9].[Cl-].[Mg+2].[Cl-].[Cl-].[NH4+:29]>N>[CH3:1][C:2]1[CH:3]=[N:4][C:5]([CH2:11][S+:12]([O-:24])[C:13]2[NH:14][C:15]3[CH:16]=[CH:17][C:18]([O:22][CH3:23])=[CH:19][C:20]=3[N:21]=2)=[C:6]([CH3:10])[C:7]=1[O:8][CH3:9].[NH3:29] |f:1.2.3,4.5,7.8|. Reported procedure: In the process of the invention, it is preferred to pre-form a solution of omeprazole in concentrated ammonia, and to add this to a pre-formed aqueous solution of magnesium salt (preferably magnesium chloride) and ammonium salt (preferably ammonium chloride), so that the magnesium ion is in excess during the mixing procedure. However, other orders of addition can be used if the process is conducted carefully, such as mixing the omeprazole, ammonia and ammonium salt first, and adding the magnesiu...